describe an organic reaction: reactants, conditions, products, and yield From a dataset of the Open Reaction Database (ORD), a public repository of structured organic reaction records. Starting materials: CC1(C)C(=O)Oc2ccc(Br)cc21, [C-]#N, CN(C)C=O. The product is CC1(C)C(=O)Oc2ccc(C#N)cc21. Reaction SMILES: [Br:1][c:2]1[cH:3][cH:4][c:5]2[c:6]([cH:13]1)[C:7]([CH3:11])([CH3:12])[C:8](=[O:10])[O:9]2.[C-:14]#[N:15].[O:16]=[CH:17][N:18]([CH3:19])[CH3:20]>>[c:2]1([C:14]#[N:15])[cH:3][cH:4][c:5]2[c:6]([cH:13]1)[C:7]([CH3:11])([CH3:12])[C:8](=[O:10])[O:9]2. Starting materials: Cc1cc(N)cc(Br)c1, CC(=O)O, Cc1ccnc(Cl)n1, C1COCCO1. Yields the product Cc1cc(Br)cc(Nc2nccc(C)n2)c1. RXN SMILES: [Br:13][c:14]1[cH:15][c:16]([NH2:17])[cH:18][c:19]([CH3:21])[cH:20]1.[CH3:1][C:2](=[O:3])[OH:4].[Cl:5][c:6]1[n:7][cH:8][cH:9][c:10]([CH3:12])[n:11]1.[O:22]1[CH2:23][CH2:24][O:25][CH2:26][CH2:27]1>>[c:6]1([NH:17][c:16]2[cH:15][c:14]([Br:13])[cH:20][c:19]([CH3:21])[cH:18]2)[n:7][cH:8][cH:9][c:10]([CH3:12])[n:11]1. Reactants: COC(C(C1=CC=C(C=C1)O)=O)=O (4-hydroxy-alpha-oxobenzeneacetic acid methyl ester), S(C)(=O)(=O)[O-] (mesylate), C1(=CC=CC=C1)CCCCO (4-phenylbutanol), [H-].[Na+] (sodium hydride). Run in CN(C=O)C (dimethylformamide). Reaction conditions: temperature 60 celsius, time 15 minute. Yields the product COC(C(C1=CC=C(C=C1)OCCCCC1=CC=CC=C1)=O)=O (4-[(4-phenybutyl)oxy]-alpha-oxobenzeneacetic acid methyl ester). Isolated yield 51.0%. As a reaction SMILES: [CH3:1][O:2][C:3](=[O:13])[C:4](=[O:12])[C:5]1[CH:10]=[CH:9][C:8]([OH:11])=[CH:7][CH:6]=1.[H-].[Na+].S([O-])(=O)(=O)C.[C:21]1([CH2:27][CH2:28][CH2:29][CH2:30]O)[CH:26]=[CH:25][CH:24]=[CH:23][CH:22]=1>CN(C)C=O>[CH3:1][O:2][C:3](=[O:13])[C:4](=[O:12])[C:5]1[CH:10]=[CH:9][C:8]([O:11][CH2:30][CH2:29][CH2:28][CH2:27][C:21]2[CH:26]=[CH:25][CH:24]=[CH:23][CH:22]=2)=[CH:7][CH:6]=1 |f:1.2|. Procedure details: A stirred mixture of 4-hydroxy-alpha-oxobenzeneacetic acid methyl ester (0.724 g) in dimethylformamide (10 mL) under argon was treated with 55% sodium hydride (0.175 g), stirred for 15 minutes and treated with the mesylate of 4-phenylbutanol (1.37 g). The mixture was heated at 60° C. overnight and worked up as in Example 20. The material was purified by HPLC (dichloromethane-hexane; 2:1) to provide 0.64 g of 4-[(4-phenybutyl)oxy]-alpha-oxobenzeneacetic acid methyl ester as a colorless oil. As a reaction SMILES: Br[C:2]1[C:3](=[O:17])[CH2:4][CH2:5][C:6]=1[C:7]1[CH:12]=[CH:11][C:10]([S:13]([CH3:16])(=[O:15])=[O:14])=[CH:9][CH:8]=1.C1C=CC([As](C2C=CC=CC=2)C2C=CC=CC=2)=CC=1.C[Sn](C)(C)[C:39]1[CH:44]=[CH:43][C:42]([Cl:45])=[CH:41][N:40]=1>CN1C(=O)CCC1.CCOC(C)=O.C1C=CC(/C=C/C(/C=C/C2C=CC=CC=2)=O)=CC=1.C1C=CC(/C=C/C(/C=C/C2C=CC=CC=2)=O)=CC=1.C1C=CC(/C=C/C(/C=C/C2C=CC=CC=2)=O)=CC=1.[Pd].[Pd]>[Cl:45][C:42]1[CH:43]=[CH:44][C:39]([C:2]2[C:3](=[O:17])[CH2:4][CH2:5][C:6]=2[C:7]2[CH:12]=[CH:11][C:10]([S:13]([CH3:16])(=[O:15])=[O:14])=[CH:9][CH:8]=2)=[N:40][CH:41]=1 |f:5.6.7.8.9|. Run at temperature 60 celsius, time 2 hour. Solvent: CN1CCCC1=O (NMP), CN1CCCC1=O (NMP), CCOC(=O)C (EtOAc). Reactants: BrC=1C(CCC1C1=CC=C(C=C1)S(=O)(=O)C)=O (2-bromo-3-(4-(methylsulfonyl)-phenyl)-2-cyclopenten-1-one), C=1C=CC(=CC1)[As](C=2C=CC=CC2)C=3C=CC=CC3 (AsPh3), C[Sn](C1=NC=C(C=C1)Cl)(C)C (2-trimethylstannanyl-5-chloropyridine). Procedure details: To a degassed r.t. solution of 2-bromo-3-(4-(methylsulfonyl)-phenyl)-2-cyclopenten-1-one (0.630 g, 2.0 mmol), Pd2 (dba)3 (0.036 g, 0.04 mmol), and AsPh3 (0.098 g, 0.32 mmol) in NMP (5 mL) was added a degassed NMP solution (8 mL) of 2-trimethylstannanyl-5-chloropyridine (~4.0 mmol). The resulting mixture was heated to 60° C. for 16 h, then to 100° C. for a further 2 h. The mixture was then cooled to r.t., diluted with EtOAc, washed 2 times with 10% NH4OH and brine, dried over MgSO4, and concentra... The reagents and catalysts are C=1C=CC(=CC1)/C=C/C(=O)/C=C/C2=CC=CC=C2.C=1C=CC(=CC1)/C=C/C(=O)/C=C/C2=CC=CC=C2.C=1C=CC(=CC1)/C=C/C(=O)/C=C/C2=CC=CC=C2.[Pd].[Pd] (Pd2 (dba)3). Product: ClC=1C=CC(=NC1)C=1C(CCC1C1=CC=C(C=C1)S(=O)(=O)C)=O (2-(5-Chloro-2-pyridinyl)-3-(4-(methylsulfonyl)phenyl)-2-cyclopenten-1-one). Yield: 18.7%. Starting materials: CC(C)(C)OC(=O)N1CCC(CC1)CC=1C=C(C(=O)O)C=CC1 (3-[(1-{[(1,1-dimethylethyl)oxy]carbonyl}-4-piperidinyl)methyl]benzoic acid), NCC=1C=C(C=CC1)C1=CC=CC(=N1)CN1C[C@@H](N(CC1)C(=O)OC(C)(C)C)C (1,1-dimethylethyl (2S)-4-({6-[3-(aminomethyl)phenyl]-2-pyridinyl}methyl)-2-methyl-1-piperazinecarboxylate), TEA, C(CCl)Cl (EDC), C=1C=CC2=C(C1)N=NN2O (HOBt), C(=O)(C(F)(F)F)O (TFA), C(=O)([O-])[O-].[Na+].[Na+] (Na2CO3). The solvent is C(Cl)(Cl)Cl (CHCl3). Reaction conditions: time 2 hour. Product: C[C@H]1CN(CCN1)CC1=CC=CC(=N1)C=1C=C(C=CC1)CNC(C1=CC(=CC=C1)CC1CCNCC1)=O (N-{[3-(6-{[(3S)-3-methyl-1-piperazinyl]methyl}-2-Pyridinyl)Phenyl]methyl}-3-(4-piperidinylmethyl)benzamide). Isolated yield 35.5%. RXN SMILES: CC(OC([N:8]1[CH2:13][CH2:12][CH:11]([CH2:14][C:15]2[CH:16]=[C:17]([CH:21]=[CH:22][CH:23]=2)[C:18]([OH:20])=O)[CH2:10][CH2:9]1)=O)(C)C.[NH2:24][CH2:25][C:26]1[CH:27]=[C:28]([C:32]2[N:37]=[C:36]([CH2:38][N:39]3[CH2:44][CH2:43][N:42](C(OC(C)(C)C)=O)[C@@H:41]([CH3:52])[CH2:40]3)[CH:35]=[CH:34][CH:33]=2)[CH:29]=[CH:30][CH:31]=1.C(Cl)CCl.C1C=CC2N(O)N=NC=2C=1.C([O-])([O-])=O.[Na+].[Na+].C(O)(C(F)(F)F)=O>C(Cl)(Cl)Cl>[CH3:52][C@@H:41]1[NH:42][CH2:43][CH2:44][N:39]([CH2:38][C:36]2[N:37]=[C:32]([C:28]3[CH:27]=[C:26]([CH2:25][NH:24][C:18](=[O:20])[C:17]4[CH:21]=[CH:22][CH:23]=[C:15]([CH2:14][CH:11]5[CH2:10][CH2:9][NH:8][CH2:13][CH2:12]5)[CH:16]=4)[CH:31]=[CH:30][CH:29]=3)[CH:33]=[CH:34][CH:35]=2)[CH2:40]1 |f:4.5.6|. Procedure details: To a solution of the commercially available 3-[(1-{[(1,1-dimethylethyl)oxy]carbonyl}-4-piperidinyl)methyl]benzoic acid (40 mg, 0.13 mmol) in CHCl3 (2.0 mL) was added 1,1-dimethylethyl (2S)-4-({6-[3-(aminomethyl)phenyl]-2-pyridinyl}methyl)-2-methyl-1-piperazinecarboxylate (50 mg, 0.13 mmol), TEA (0.04 ml, 0.3 mmol), EDC (36 mg, 0.19 mmol) and HOBt (18 mg, 0.14 mmol). The reaction mixture was stirred at room temperature for 2 h, followed by addition of 0.5 mL of saturated Na2CO3. The organic layer...